From a dataset of the Open Reaction Database (ORD), a public repository of structured organic reaction records. describe an organic reaction: reactants, conditions, products, and yield Starting materials: ClC=1SC(=CC1CCC(=O)O)Cl (3-(2,5-dichloro-3-thienyl)propanoic acid), C(C(=O)Cl)(=O)Cl (oxalyl chloride), [Cl-].[Al+3].[Cl-].[Cl-] (aluminum chloride), acid chloride, [Cl-].[Al+3].[Cl-].[Cl-] (aluminum chloride), ice water. Run in C(Cl)Cl (CH2Cl2), C(Cl)Cl (CH2Cl2). Reaction conditions: time 20 minute. The product is ClC=1SC(=C2C1CCC2=O)Cl (1,3-Dichloro-5,6-dihydro-4H-cyclopenta(c)thiophen-4-one). Yield: 90.2%. As a reaction SMILES: [Cl:1][C:2]1[S:3][C:4]([Cl:12])=[CH:5][C:6]=1[CH2:7][CH2:8][C:9]([OH:11])=O.C(Cl)(=O)C(Cl)=O.[Cl-].[Al+3].[Cl-].[Cl-]>C(Cl)Cl>[Cl:1][C:2]1[S:3][C:4]([Cl:12])=[C:5]2[C:9](=[O:11])[CH2:8][CH2:7][C:6]=12 |f:2.3.4.5|. Procedure details: To a stirred solution of 3-(2,5-dichloro-3-thienyl)propanoic acid (5.0 g, 24.2 mmol) in CH2Cl2 (50 mL) was added oxalyl chloride (3.5 g, 27.5 mmol) and the mixture was heated at reflux temperature for 1 hour. After cooling, volatiles were removed by evaporation. To a stirred solution of the acid chloride in CH2Cl2 (125 mL) was added aluminum chloride (4.0 g, 30 mmol) at room temperature. After stirring for 20 min, aluminum chloride (4.5 g, 33.7 mmol) was added. The mixture was stirred for additi... The reactants are Cl.C(#N)C1(CCNCC1)C1=CC=CC=C1 (4-Cyano-4-phenylpiperidine hydrochloride), N1N=C(C2=CC=CC=C12)NC(OCC)=O (ethyl 1H-indazol-3-ylcarbamate), potassium fluoride alumina, C1CCC2=NCCCN2CC1 (DBU). Run in CS(=O)C (dimethyl sulfoxide). Run at time 30 minute. Product: N1N=C(C2=CC=CC=C12)NC(=O)N1CCC(CC1)(C1=CC=CC=C1)C#N (4-cyano-4-phenyl-1-piperidinecarboxylic acid (1H-indazol-3-yl)amide). Yield: 75.2%. Reaction SMILES: Cl.[C:2]([C:4]1([C:10]2[CH:15]=[CH:14][CH:13]=[CH:12][CH:11]=2)[CH2:9][CH2:8][NH:7][CH2:6][CH2:5]1)#[N:3].C1CCN2C(=NCCC2)CC1.[NH:27]1[C:35]2[C:30](=[CH:31][CH:32]=[CH:33][CH:34]=2)[C:29]([NH:36][C:37](=O)[O:38]CC)=[N:28]1>CS(C)=O>[NH:27]1[C:35]2[C:30](=[CH:31][CH:32]=[CH:33][CH:34]=2)[C:29]([NH:36][C:37]([N:7]2[CH2:6][CH2:5][C:4]([C:2]#[N:3])([C:10]3[CH:15]=[CH:14][CH:13]=[CH:12][CH:11]=3)[CH2:9][CH2:8]2)=[O:38])=[N:28]1 |f:0.1|. Procedure: 4-Cyano-4-phenylpiperidine hydrochloride (Aldrich Co., 217 mg) was dissolved in dimethyl sulfoxide (3 ml) and DBU (0.16 ml) was added thereto. The mixture was stirred at room temperature for 30 min, and ethyl 1H-indazol-3-ylcarbamate (200 mg) and potassium fluoride-alumina (40 wt %, 200 mg) were added to the mixture. By the following operation as in Example 1, 4-cyano-4-phenyl-1-piperidinecarboxylic acid (1H-indazol-3-yl)amide (253 mg, yield 75%) was obtained.